Dataset: the Open Reaction Database (ORD), a public repository of structured organic reaction records. Task: describe an organic reaction: reactants, conditions, products, and yield Reactants: ClC1=C(C=CC=C1)N(C(=O)C1=CC2=C(C3=C(OCC2)C=CC(=C3)C(=O)N)S1)C (N2-(2-chlorophenyl)-N2-methyl-4,5-dihydrobenzo[b]thieno[2,3-d]oxepine-2,9-dicarboxamide), C(=O)(C(F)(F)F)O (TFA), C(C)[SiH](CC)CC (triethylsilane), C(C)=O (acetaldehyde). Solvent: CC#N (MeCN). Conditions: time 8 hour. The product is ClC1=C(C=CC=C1)N(C(=O)C1=CC2=C(C3=C(OCC2)C=CC(=C3)C(=O)NCC)S1)C (N2-(2-chlorophenyl)-N9-ethyl-N2-methyl-4,5-dihydrobenzo[b]thieno[2,3-d]oxepine-2,9-dicarboxamide). Reaction SMILES: [Cl:1][C:2]1[CH:7]=[CH:6][CH:5]=[CH:4][C:3]=1[N:8]([CH3:28])[C:9]([C:11]1[S:27][C:14]2[C:15]3[CH:23]=[C:22]([C:24]([NH2:26])=[O:25])[CH:21]=[CH:20][C:16]=3[O:17][CH2:18][CH2:19][C:13]=2[CH:12]=1)=[O:10].[C:29](O)([C:31](F)(F)F)=O.C([SiH](CC)CC)C.C(=O)C>CC#N>[Cl:1][C:2]1[CH:7]=[CH:6][CH:5]=[CH:4][C:3]=1[N:8]([CH3:28])[C:9]([C:11]1[S:27][C:14]2[C:15]3[CH:23]=[C:22]([C:24]([NH:26][CH2:29][CH3:31])=[O:25])[CH:21]=[CH:20][C:16]=3[O:17][CH2:18][CH2:19][C:13]=2[CH:12]=1)=[O:10]. Reported procedure: A mixture of N2-(2-chlorophenyl)-N2-methyl-4,5-dihydrobenzo[b]thieno[2,3-d]oxepine-2,9-dicarboxamide 119 (70 mg), TFA (37.5 μL), triethylsilane (80 μL) and acetaldehyde (28 μL) in dry MeCN (Dube et al (1999) Tat. Letters 40(12):2295-2298) was stirred at room temperature overnight then concentrated in vacuo. Purification on silica yielded 300. NMR: (CDCl3 δ 7.19 ppm): 1.21 (t, 3H, CH3, J=7.28 Hz), 2.93 (t, 2H, CH2, J=5.07 Hz), 3.32 (s, 3H, CH3), 3.43 (m, 2H, CH2), 4.17 (t, 2H, CH2, J=5.10 Hz), 5....